Dataset: the Open Reaction Database (ORD), a public repository of structured organic reaction records. Task: describe an organic reaction: reactants, conditions, products, and yield Reactants: OCc1ccc(Br)cc1, O=[N+]([O-])c1ccc(Cl)nc1, Nc1ccc(OCc2ccc(Cl)cc2)cn1. Product: O=[N+]([O-])c1ccc(OCc2ccc(Br)cc2)nc1. RXN SMILES: [Br:27][c:28]1[cH:29][cH:30][c:31]([CH2:32][OH:33])[cH:34][cH:35]1.[Cl:17][c:18]1[n:19][cH:20][c:21]([N+:24](=[O:25])[O-:26])[cH:22][cH:23]1.[NH2:1][c:2]1[cH:3][cH:4][c:5]([O:6][CH2:7][c:8]2[cH:9][cH:10][c:11]([Cl:12])[cH:13][cH:14]2)[cH:15][n:16]1>>[c:18]1([O:33][CH2:32][c:31]2[cH:30][cH:29][c:28]([Br:27])[cH:35][cH:34]2)[n:19][cH:20][c:21]([N+:24](=[O:25])[O-:26])[cH:22][cH:23]1. The reactants are COC1=C(C=CC=C1)C1=NC2=CC=CC=C2C(N1)=O (2-(2′-Methoxyphenyl)-4-quinazolinone), COC1=CC=C(C=O)C=C1 (4-methoxybenzaldehyde). Yields the product COC1=CC=C(C=C1)C1=NC2=CC=CC=C2C(N1)=O (2-(4′-Methoxyphenyl)-4-quinazolinone). Isolated yield 96.4%. RXN SMILES: CO[C:3]1[CH:8]=[CH:7][CH:6]=[CH:5][C:4]=1[C:9]1[NH:18][C:17](=[O:19])[C:16]2[C:11](=[CH:12][CH:13]=[CH:14][CH:15]=2)[N:10]=1.[CH3:20][O:21]C1C=CC(C=O)=CC=1>>[CH3:20][O:21][C:7]1[CH:8]=[CH:3][C:4]([C:9]2[NH:18][C:17](=[O:19])[C:16]3[C:11](=[CH:12][CH:13]=[CH:14][CH:15]=3)[N:10]=2)=[CH:5][CH:6]=1. Reported procedure: According to the preparation of 42, 4-methoxybenzaldehyde (35) (1.0 g, 7.3 mmol) was used to afford 44 (1.8 g, 96.4%) as pale yellow needles. Reaction SMILES: C([Li])CCC.[O:6]1[CH:10]=[CH:9][C:8]([C:11]([OH:13])=[O:12])=[CH:7]1.[C:14](=[O:16])=[O:15]>C1COCC1>[O:6]1[CH:10]=[CH:9][C:8]([C:11]([OH:13])=[O:12])=[C:7]1[C:14]([OH:16])=[O:15]. The reactants are C(CCC)[Li] (n-Butyllithium), O1C=C(C=C1)C(=O)O (3-furoic acid), C(=O)=O (carbon dioxide). Conditions: temperature -78 celsius. Solvent: C1CCOC1 (THF), C1CCOC1 (THF). Yields the product O1C(=C(C=C1)C(=O)O)C(=O)O (furan-2,3-dicarboxylic acid). Procedure details: n-Butyllithium (2.5M in hexanes, 196 mL, 491 mmol) was introduced into a dry 3 L 3-necked flask fitted with an addition funnel, argon inlet, and mechanical stirrer. The mixture was diluted with dry THF (500 mL), and cooled to −78° C. 3-furoic acid (25 g, 223 mmol) was added as solution in THF (500 mL) dropwise. The mixture was stirred for 1.5 h, at which point dry carbon dioxide was bubbled through the reaction mixture for 1 h. After warming gradually to −10° C., the resultant thick white slurry...